describe an organic reaction: reactants, conditions, products, and yield From a dataset of the Open Reaction Database (ORD), a public repository of structured organic reaction records. The reactants are O (water), [Li+].[OH-] (LiOH), C(C)OC(=O)C1=CC2=C(S1)C=C(C=C2)CO (6-Hydroxymethyl-benzo[b]thiophene-2-carboxylic acid ethyl ester). Run in C1CCOC1 (THF). Run at temperature 50 celsius, time 3 hour. Product: OCC=1C=CC2=C(SC(=C2)C(=O)O)C1 (6-Hydroxymethyl-benzo[b]thiophene-2-carboxylic acid). As a reaction SMILES: C([O:3][C:4]([C:6]1[S:10][C:9]2[CH:11]=[C:12]([CH2:15][OH:16])[CH:13]=[CH:14][C:8]=2[CH:7]=1)=[O:5])C.O.[Li+].[OH-]>C1COCC1>[OH:16][CH2:15][C:12]1[CH:13]=[CH:14][C:8]2[CH:7]=[C:6]([C:4]([OH:5])=[O:3])[S:10][C:9]=2[CH:11]=1 |f:2.3|. Procedure details: 6-Hydroxymethyl-benzo[b]thiophene-2-carboxylic acid ethyl ester (2.4 g, 9.6 mmol, 1 eq) was dissolved in THF (10 mL, 4 vol) and water added (10 mL) along with LiOH (0.69 g, 28.8 mmol). The reaction mixture was stirred at 50° C. for 3 h and then concentrated to dryness and taken onto the next step without purification. Starting materials: ClC1=C(CNC(C(C)(C)C)=O)C=C(C(=C1)Cl)N1N=C(NC1=O)C1=CC=C(C=C1)I (N-(2,4-dichloro-5-(4,5-dihydro-3-(4-iodophenyl)-5-oxo-1,2,4-triazol-1-yl)benzyl) pivalamide), C(#C)C1CC1 (ethynylcyclopropane), CCCC[N+](CCCC)(CCCC)CCCC.[F-] (TBAF). Reagents/catalysts: Cl[Pd]([P](C1=CC=CC=C1)(C2=CC=CC=C2)C3=CC=CC=C3)([P](C4=CC=CC=C4)(C5=CC=CC=C5)C6=CC=CC=C6)Cl (bis(triphenylphosphine)palladium(II) chloride). Run in CS(=O)C (DMSO). Product: ClC1=C(CNC(C(C)(C)C)=O)C=C(C(=C1)Cl)N1N=C(NC1=O)C1=CC=C(C=C1)C#CC1CC1 (N-(2,4-Dichloro-5-(3-(4-(2-cyclopropylethynyl)phenyl)-4,5-dihydro-5-oxo-1,2,4-triazol-1-yl)benzyl)pivalamide). The yield is 369.4%. Reaction SMILES: [Cl:1][C:2]1[CH:15]=[C:14]([Cl:16])[C:13]([N:17]2[C:21](=[O:22])[NH:20][C:19]([C:23]3[CH:28]=[CH:27][C:26](I)=[CH:25][CH:24]=3)=[N:18]2)=[CH:12][C:3]=1[CH2:4][NH:5][C:6](=[O:11])[C:7]([CH3:10])([CH3:9])[CH3:8].[C:30]([CH:32]1[CH2:34][CH2:33]1)#[CH:31].CCCC[N+](CCCC)(CCCC)CCCC.[F-]>Cl[Pd](Cl)([P](C1C=CC=CC=1)(C1C=CC=CC=1)C1C=CC=CC=1)[P](C1C=CC=CC=1)(C1C=CC=CC=1)C1C=CC=CC=1.CS(C)=O>[Cl:1][C:2]1[CH:15]=[C:14]([Cl:16])[C:13]([N:17]2[C:21](=[O:22])[NH:20][C:19]([C:23]3[CH:28]=[CH:27][C:26]([C:31]#[C:30][CH:32]4[CH2:34][CH2:33]4)=[CH:25][CH:24]=3)=[N:18]2)=[CH:12][C:3]=1[CH2:4][NH:5][C:6](=[O:11])[C:7]([CH3:10])([CH3:9])[CH3:8] |f:2.3,^1:55,74|. Procedure: The title compound was prepared according to the procedure described in Example-111 using N-(2,4-dichloro-5-(4,5-dihydro-3-(4-iodophenyl)-5-oxo-1,2,4-triazol-1-yl)benzyl) pivalamide (Intermediate-84, 0.150 g, 0.028 mmol), ethynylcyclopropane (0.038 g, 0.56 mmol), TBAF (0.268 g, 0.85 mmol), bis(triphenylphosphine)palladium(II) chloride (catalytic) and DMSO (3.0 mL) to afford 0.050 g of the desired product. 1H NMR (300 MHz, DMSO d6): δ 0.77 (m, 2H), 0.93 (m, 2H), 1.21 (s, 9H), 1.58 (m, 1H), 4.32 (... The reactants are BrC1=CC=C(C=C1)CN1C(CCC2=C1N=C(N=C2CO)C)=O (8-[(4-bromophenyl)methyl]-4-hydroxymethyl-2-methyl-5,8-dihydro-6H-pyrido[2,3-d]pyrimidin-7-one), C(C)(C)(C)N1N=NN=C1C1=C(C=CC=C1)B(O)O (2-[(1-tert-butyl)-1H-tetrazol-5-yl]phenylboronic acid), C(=O)([O-])[O-].[Na+].[Na+] (Na2CO3), CCO (EtOH). Reagents/catalysts: C=1C=CC(=CC1)[P](C=2C=CC=CC2)(C=3C=CC=CC3)[Pd]([P](C=4C=CC=CC4)(C=5C=CC=CC5)C=6C=CC=CC6)([P](C=7C=CC=CC7)(C=8C=CC=CC8)C=9C=CC=CC9)[P](C=1C=CC=CC1)(C=1C=CC=CC1)C=1C=CC=CC1 (tetrakis(triphenylphosphine)palladium(0)). Run in CCOC(=O)C (EtOAc), C1(=CC=CC=C1)C (toluene), O (water). Product: OCC=1C2=C(N=C(N1)C)N(C(CC2)=O)CC2=CC=C(C=C2)C2=C(C=CC=C2)C2=NN=NN2C(C)(C)C (4-Hydroxymethyl-2-methyl-8-[2'-(1 -tert-butyl-1H-tetrazol-5-yl)biphenyl-4ylmethyl]-5,8-dihydro-6H-pyrido[2,3-d]pyrimidin-7-one). Isolated yield 90.4%. As a reaction SMILES: Br[C:2]1[CH:7]=[CH:6][C:5]([CH2:8][N:9]2[C:14]3[N:15]=[C:16]([CH3:21])[N:17]=[C:18]([CH2:19][OH:20])[C:13]=3[CH2:12][CH2:11][C:10]2=[O:22])=[CH:4][CH:3]=1.[C:23]([N:27]1[C:31]([C:32]2[CH:37]=[CH:36][CH:35]=[CH:34][C:33]=2B(O)O)=[N:30][N:29]=[N:28]1)([CH3:26])([CH3:25])[CH3:24].C([O-])([O-])=O.[Na+].[Na+].CCO>CCOC(C)=O.C1C=CC([P]([Pd]([P](C2C=CC=CC=2)(C2C=CC=CC=2)C2C=CC=CC=2)([P](C2C=CC=CC=2)(C2C=CC=CC=2)C2C=CC=CC=2)[P](C2C=CC=CC=2)(C2C=CC=CC=2)C2C=CC=CC=2)(C2C=CC=CC=2)C2C=CC=CC=2)=CC=1.C1(C)C=CC=CC=1.O>[OH:20][CH2:19][C:18]1[C:13]2[CH2:12][CH2:11][C:10](=[O:22])[N:9]([CH2:8][C:5]3[CH:6]=[CH:7][C:2]([C:33]4[CH:34]=[CH:35][CH:36]=[CH:37][C:32]=4[C:31]4[N:27]([C:23]([CH3:26])([CH3:25])[CH3:24])[N:28]=[N:29][N:30]=4)=[CH:3][CH:4]=3)[C:14]=2[N:15]=[C:16]([CH3:21])[N:17]=1 |f:2.3.4,^1:59,61,80,99|. Procedure: A mixture of 8-[(4-bromophenyl)methyl]-4-hydroxymethyl-2-methyl-5,8-dihydro-6H-pyrido[2,3-d]pyrimidin-7-one (490 mg, 1.35 mmol), 2-[(1-tert-butyl)-1H-tetrazol-5-yl]phenylboronic acid (367 mg, 1.49 mmol) (prepared according to J. W. Ellingboe, et al. U.S. Pat. No. 5,149,699), Na2CO3 (287 mg, 2.71 mmol), tetrakis(triphenylphosphine)palladium(0) (78 mg, 0.07 mmol), EtOH (1 mL), water (2 mL), and toluene (6 mL) was heated under reflux for 23 h. The mixture was diluted with EtOAc, washed with saturat... Starting materials: OCC=1C(=NC2=CC=CC=C2C1)I (3-hydroxymethyl-2-iodoquinoline), C1(=CC=CC=C1)P(C1=CC=CC=C1)C1=CC=CC=C1 (triphenylphosphine), NaHCO4, ClN1C(CCC1=O)=O (N-chlorosuccinimide). Run in CN(C)C=O (DMF). Reaction conditions: temperature -23 celsius, time 1 hour. Yields the product ClCC=1C(=NC2=CC=CC=C2C1)I (3-chloromethyl-2-iodoquinoline). Isolated yield 84.0%. RXN SMILES: O[CH2:2][C:3]1[C:4]([I:13])=[N:5][C:6]2[C:11]([CH:12]=1)=[CH:10][CH:9]=[CH:8][CH:7]=2.C1(P(C2C=CC=CC=2)C2C=CC=CC=2)C=CC=CC=1.[Cl:33]N1C(=O)CCC1=O>CN(C=O)C>[Cl:33][CH2:2][C:3]1[C:4]([I:13])=[N:5][C:6]2[C:11]([CH:12]=1)=[CH:10][CH:9]=[CH:8][CH:7]=2. Procedure: To a stirred mixture of 3-hydroxymethyl-2-iodoquinoline prepared in accordance with Example 10 above (350 mg, 1.23 mmol) and triphenylphosphine (483 mg, 1.84 mmol) in 10 mL of dry DMF at -23° C. was added N-chlorosuccinimide (246 mg, 1.84 mmol), and the mixture was stirred for 1 h at -23° C. After the addition of 40 mL of dilute aqueous NaHCO4, the mixture was extracted with ethyl acetate (20 mL) and then ether (2×15 mL). The combined organic extracts were washed successively with 20-mL portions... Reaction SMILES: [N:1]1([C:7]2[N:8]=[C:9]([CH2:14][C:15]([O-:17])=O)[NH:10][C:11](=[O:13])[CH:12]=2)[CH2:6][CH2:5][O:4][CH2:3][CH2:2]1.[Na+].O.[NH2:20][C:21]1[CH:26]=[CH:25][C:24]([F:27])=[CH:23][N:22]=1>O1CCCC1>[F:27][C:24]1[CH:25]=[CH:26][C:21]([NH:20][C:15](=[O:17])[CH2:14][C:9]2[NH:10][C:11](=[O:13])[CH:12]=[C:7]([N:1]3[CH2:2][CH2:3][O:4][CH2:5][CH2:6]3)[N:8]=2)=[N:22][CH:23]=1 |f:0.1|. Isolated yield 39.0%. Procedure: The product is prepared according to the procedure described in Example 19, using 261 mg of sodium [4-(morpholin-4-yl)-6-oxo-1,6-dihydropyrimidin-2-yl]acetate prepared in stage 2 of Example 1 and using a mixture of 7 ml of water and 1.5 ml of tetrahydrofuran in place of the methanol, and 134 mg of 2-amino-5-fluoropyridine in place of the 3-(tert-butyl)aniline. After stirring for 1 h 30 at ambient temperature, a precipitate forms. The reaction mixture is filtered through sintered glass. The solid... Run at time 1 hour. Yields the product FC=1C=CC(=NC1)NC(CC=1NC(C=C(N1)N1CCOCC1)=O)=O (N-(5-fluoropyridin-2-yl)-2-[4-(morpholin-4-yl)-6-oxo-1,6-dihydropyrimidin-2-yl]acetamide). Reactants: N1(CCOCC1)C=1N=C(NC(C1)=O)CC(=O)[O-].[Na+] (sodium [4-(morpholin-4-yl)-6-oxo-1,6-dihydropyrimidin-2-yl]acetate), O (water), NC1=NC=C(C=C1)F (2-amino-5-fluoropyridine). The solvent is O1CCCC1 (tetrahydrofuran). Reactants: O (Water), C(C=C)O (allyl alcohol), [H-].[Na+] (sodium hydride), ClC=1C(=NSN1)C=1C=NC=CC1 (3-(4-chloro-1,2,5-thiadiazol-3-yl)pyridine). The solvent is O1CCCC1 (tetrahydrofuran), O1CCCC1 (tetrahydrofuran). Reaction conditions: time 1 hour. Yields the product C(C=C)OC=1C(=NSN1)C=1C=NC=CC1 (3-(4-(2-propenyloxy)-1,2,5-thiadiazol-3-yl)pyridine). As a reaction SMILES: [CH2:1]([OH:4])[CH:2]=[CH2:3].[H-].[Na+].Cl[C:8]1[C:9]([C:13]2[CH:14]=[N:15][CH:16]=[CH:17][CH:18]=2)=[N:10][S:11][N:12]=1.O>O1CCCC1>[CH2:1]([O:4][C:8]1[C:9]([C:13]2[CH:14]=[N:15][CH:16]=[CH:17][CH:18]=2)=[N:10][S:11][N:12]=1)[CH:2]=[CH2:3] |f:1.2|. Procedure details: To a solution of allyl alcohol (650 mg, 9 mmol) and sodium hydride (310 mg, 9 mmol) in dry tetrahydrofuran was added a solution of 3-(4-chloro-1,2,5-thiadiazol-3-yl)pyridine (590 mg, 3 mmol) in dry tetrahydrofuran. The reaction mixture was stirred at room temperature for 1 h. Water was added and the mixture was extracted with ether. The ether phase was dried and evaporated to give the title compound. The reactants are CS(=O)(=O)Cl (Methanesulphonyl chloride), Cl.Cl.NCC1=CC=C(CN(C)C(COC(C2=CC=CC=C2)C2=CC=CC=C2)(C)C)C=C1 (2-[N-(4-Aminomethylbenzyl)-N-methylamino]-1-diphenylmethoxy-2-methylpropane dihydrochloride), N1=CC=CC=C1 (pyridine). Conditions: time 16 hour. Product: Cl.C1(=CC=CC=C1)C(OCC(C)(C)N(C)CC1=CC=C(C=C1)NS(=O)(=O)C)C1=CC=CC=C1 (1-Diphenylmethoxy-2-[N-(4-methanesulphonylaminobenzyl)-N-methylamino]-2-methylpropane hydrochloride). As a reaction SMILES: [CH3:1][S:2]([Cl:5])(=[O:4])=[O:3].Cl.Cl.NC[C:10]1[CH:36]=[CH:35][C:13]([CH2:14][N:15]([C:17]([CH3:34])([CH3:33])[CH2:18][O:19][CH:20]([C:27]2[CH:32]=[CH:31][CH:30]=[CH:29][CH:28]=2)[C:21]2[CH:26]=[CH:25][CH:24]=[CH:23][CH:22]=2)[CH3:16])=[CH:12][CH:11]=1.[N:37]1C=CC=CC=1>>[ClH:5].[C:27]1([CH:20]([C:21]2[CH:26]=[CH:25][CH:24]=[CH:23][CH:22]=2)[O:19][CH2:18][C:17]([N:15]([CH2:14][C:13]2[CH:12]=[CH:11][C:10]([NH:37][S:2]([CH3:1])(=[O:4])=[O:3])=[CH:36][CH:35]=2)[CH3:16])([CH3:33])[CH3:34])[CH:32]=[CH:31][CH:30]=[CH:29][CH:28]=1 |f:1.2.3,5.6|. Procedure: Methanesulphonyl chloride (40 μl) was added dropwise to a stirred solution of 2-[N-(4-aminomethylbenzyl)-N-methylamino]-1-diphenylmethoxy-2-methylpropane (140 mg -- see Example 46) in pyridine (5 ml) and the mixture was stirred at room temperature or 16 hours and evaporated. The residue was azeotroped twice with toluene, dissolved in 2M hydrochloric acid, washed with ether, basified with saturated aqueous sodium hydrogen carbonate solution and extracted into ethyl acetate. The organic extract wa...